This data is from the Open Reaction Database (ORD), a public repository of structured organic reaction records. The task is: describe an organic reaction: reactants, conditions, products, and yield Procedure: 1,1'-Methylene-bis[3-(3-acryloyloxy-2-hydroxypropyl)-5,5-dimethylhydantoin] is prepared by the reaction of acrylic acid and 1,1'-methylene-bis[3-glycidyl-5,5-dimethylhydantoin], see preparation in Example 3b, according to Example 1 of U.S. Pat. No. 3,808,226. As a reaction SMILES: [C:1]([OH:5])(=[O:4])[CH:2]=[CH2:3].[CH2:6]([N:20]1[C:26]([CH3:28])([CH3:27])[C:24](=[O:25])[N:23]([CH2:29][CH:30]2[O:32][CH2:31]2)[C:21]1=[O:22])[N:7]1[C:13]([CH3:15])([CH3:14])[C:11](=[O:12])[N:10]([CH2:16][CH:17]2[O:19][CH2:18]2)[C:8]1=[O:9]>>[CH2:6]([N:20]1[C:26]([CH3:27])([CH3:28])[C:24](=[O:25])[N:23]([CH2:29][CH:30]([OH:32])[CH2:31][O:5][C:1](=[O:4])[CH:2]=[CH2:3])[C:21]1=[O:22])[N:7]1[C:13]([CH3:14])([CH3:15])[C:11](=[O:12])[N:10]([CH2:16][CH:17]([OH:19])[CH2:18][O:4][C:1](=[O:5])[CH:2]=[CH2:3])[C:8]1=[O:9]. Product: C(N1C(=O)N(C(=O)C1(C)C)CC(COC(C=C)=O)O)N1C(=O)N(C(=O)C1(C)C)CC(COC(C=C)=O)O (1,1'-Methylene-bis[3-(3-acryloyloxy-2-hydroxypropyl)-5,5-dimethylhydantoin]). The reactants are C(C=C)(=O)O (acrylic acid), C(N1C(=O)N(C(=O)C1(C)C)CC1CO1)N1C(=O)N(C(=O)C1(C)C)CC1CO1 (1,1'-methylene-bis[3-glycidyl-5,5-dimethylhydantoin]). Reactants: ClC1=CC=C(C=C1)C=1N(C(=CC1C#N)C(F)(F)F)C (2-(p-chlorophenyl)-1-methyl-5-(trifluoromethyl)pyrrole-3-carbonitrile), BrBr (bromine). Solvent: C(Cl)(Cl)(Cl)Cl (carbon tetrachloride). The product is BrC=1C(=C(N(C1C(F)(F)F)C)C1=CC=C(C=C1)Cl)C#N (4-Bromo-2-(p-chlorophenyl)-1-methyl-5-(trifluoromethyl)pyrrole-3-carbonitrile). Yield: 94.0%. Reaction SMILES: [Cl:1][C:2]1[CH:7]=[CH:6][C:5]([C:8]2[N:9]([CH3:19])[C:10]([C:15]([F:18])([F:17])[F:16])=[CH:11][C:12]=2[C:13]#[N:14])=[CH:4][CH:3]=1.[Br:20]Br>C(Cl)(Cl)(Cl)Cl>[Br:20][C:11]1[C:12]([C:13]#[N:14])=[C:8]([C:5]2[CH:4]=[CH:3][C:2]([Cl:1])=[CH:7][CH:6]=2)[N:9]([CH3:19])[C:10]=1[C:15]([F:18])([F:16])[F:17]. Reported procedure: A solution of 2-(p-chlorophenyl)-1-methyl-5-(trifluoromethyl)pyrrole-3-carbonitrile (5.0 g, 0.0176 mol) in carbon tetrachloride is treated with bromine (56 g, 0.0351 mol), heated at reflux temperature for 8 hours, cooled, washed sequentially with water, aqueous sodium metabisulfite and water, dried over sodium sulfate and concentrated in vacuo to give a solid residue. The residue is recrystallized from heptane to give the title produce as a white solid, 6.0 g (94% yield), mp 126°-129° C. The reactants are C(#N)C1=CC=C(C(CBr)=O)C=C1 (4-cyanophenacyl bromide), C(C)(=S)N (thioacetamide), C([O-])(O)=O.[Na+] (sodium bicarbonate). Solvent: C(C)O (ethanol), CCOCC.CCCCCC (ether hexane). The product is CC=1SC=C(N1)C1=CC=C(C#N)C=C1 (4-(2-Methylthiazol-4-yl)-benzonitrile). Isolated yield 92.9%. As a reaction SMILES: [C:1]([C:3]1[CH:12]=[CH:11][C:6]([C:7](=O)[CH2:8]Br)=[CH:5][CH:4]=1)#[N:2].[C:13]([NH2:16])(=[S:15])[CH3:14].C(=O)(O)[O-].[Na+]>C(O)C.CCOCC.CCCCCC>[CH3:14][C:13]1[S:15][CH:8]=[C:7]([C:6]2[CH:11]=[CH:12][C:3]([C:1]#[N:2])=[CH:4][CH:5]=2)[N:16]=1 |f:2.3,5.6|. Reported procedure: Suspend 4-cyanophenacyl bromide (515 mg, 2.23 mmol) in ethanol (15 mL). Add thioacetamide (171 mg, 2.23 mmol) and sodium bicarbonate (187 mg, 2.23 mmol) and heat the mixture under reflux for 2 h. Concentrate in vacuo and dissolve the residue in DCM. Wash the organic fraction with water, dry over Na2SO4, filter and concentrate to give a solid. Suspend the solid in ether/hexane and filter under vacuum washing with hexane to obtain the desired intermediate as a white solid (415 mg, 93%). GC-MS m/z:... Reactants: O=C1NC(=O)c2ccccc21, C[N+](C)(C)Cc1ccccc1, CO, ClCC1CO1, [Cl-], [K]. Product: O=C1NC(=O)c2c(CC3CO3)cccc21. Reaction SMILES: [C:1]1(=[O:11])[c:2]2[c:3]([cH:7][cH:8][cH:9][cH:10]2)[C:4](=[O:6])[NH:5]1.[CH2:19]([N+:20]([CH3:21])([CH3:22])[CH3:23])[c:24]1[cH:25][cH:26][cH:27][cH:28][cH:29]1.[CH3:30][OH:31].[CH:13]1([CH2:14][Cl:15])[CH2:16][O:17]1.[Cl-:18].[K:12]>>[C:1]1(=[O:11])[c:2]2[c:3]([cH:7][cH:8][cH:9][c:10]2[CH2:14][CH:13]2[CH2:16][O:17]2)[C:4](=[O:6])[NH:5]1. Procedure details: To a hot solution of 2-thiophencarboxylic acid hydrazide (5.0 g, 35 mmol) in acetonitrile (80 mL) was added neat benzyl isothiocyanate (4.7 mL, 35 mmol) via syringe. When the solvent started to boil, the reaction vessel was removed from the heat source and allowed to cool to room temperature. The resulting crystals were collected by vacuum filtration, washed with diethyl ether and air-dried to yield N-benzyl-2-(thien-2-ylcarbonyl)hydrazinecarbothioamide (9.11 g; 89%; (M+H)+−292.2). The reactants are S1C(=CC=C1)C(=O)NN (2-thiophencarboxylic acid hydrazide), C(C1=CC=CC=C1)N=C=S (benzyl isothiocyanate). Yields the product C(C1=CC=CC=C1)NC(=S)NNC(=O)C=1SC=CC1 (N-benzyl-2-(thien-2-ylcarbonyl)hydrazinecarbothioamide). The solvent is C(C)#N (acetonitrile). The yield is 89.3%. RXN SMILES: [S:1]1[CH:5]=[CH:4][CH:3]=[C:2]1[C:6]([NH:8][NH2:9])=[O:7].[CH2:10]([N:17]=[C:18]=[S:19])[C:11]1[CH:16]=[CH:15][CH:14]=[CH:13][CH:12]=1>C(#N)C>[CH2:10]([NH:17][C:18]([NH:9][NH:8][C:6]([C:2]1[S:1][CH:5]=[CH:4][CH:3]=1)=[O:7])=[S:19])[C:11]1[CH:16]=[CH:15][CH:14]=[CH:13][CH:12]=1. Run in CO (methanol). The yield is 98.7%. Procedure details: The same procedures as in Example 64 were carried out from the compound obtained in Example 15 (4.1 g), 1 mol/L of an aqueous sodium hydroxide solution (16 mL), and methanol (160 mL), to give the captioned compound (3.9 g, 99%) as crystals. RXN SMILES: [F:1][C:2]1[CH:7]=[CH:6][C:5]([F:8])=[CH:4][C:3]=1[CH:9]=[CH:10][C:11]([NH:13][C@H:14]([C:25]([O:27]C)=[O:26])[CH2:15][C:16]1[C:24]2[C:19](=[CH:20][CH:21]=[CH:22][CH:23]=2)[NH:18][CH:17]=1)=[O:12].[OH-].[Na+]>CO>[F:1][C:2]1[CH:7]=[CH:6][C:5]([F:8])=[CH:4][C:3]=1[CH:9]=[CH:10][C:11]([NH:13][C@H:14]([C:25]([OH:27])=[O:26])[CH2:15][C:16]1[C:24]2[C:19](=[CH:20][CH:21]=[CH:22][CH:23]=2)[NH:18][CH:17]=1)=[O:12] |f:1.2|. The product is FC1=C(C=C(C=C1)F)C=CC(=O)N[C@@H](CC1=CNC2=CC=CC=C12)C(=O)O (Nα-[3-(2,5-Difluorophenyl)acryloyl]-L-Tryptophan). The reactants are FC1=C(C=C(C=C1)F)C=CC(=O)N[C@@H](CC1=CNC2=CC=CC=C12)C(=O)OC (Methyl Nα-[3-(2,5-Difluorophenyl)acryloyl]-L-Tryptophanate), [OH-].[Na+] (sodium hydroxide).